From a dataset of the Open Reaction Database (ORD), a public repository of structured organic reaction records. describe an organic reaction: reactants, conditions, products, and yield Starting materials: OC(C(=O)C1=CC=CC=C1)(C)C (2-hydroxy-2-methyl-1-phenyl-propan-1-one), OCC(O)CO (glycerin). Run at time 8 hour. The product is C(C(=C)C)(=O)OCC1CO1 (Glycidyl Methacrylate). RXN SMILES: O[C:2]([CH3:12])([CH3:11])[C:3](C1C=CC=CC=1)=[O:4].O[CH2:14][CH:15]([CH2:17][OH:18])[OH:16]>>[C:3]([O:18][CH2:17][CH:15]1[O:16][CH2:14]1)(=[O:4])[C:2]([CH3:12])=[CH2:11]. Reported procedure: After sitting overnight a 50 g portion of each of the 15,000 and 10,000 mw functionalized materials were formulated with 49 g of glycerin and 1 g of 2-hydroxy-2-methyl-1-phenyl-propan-1-one, a photoinitiator available from Ciba-Giegy Corporation, Hawthorne, N.Y. under the tradename Darocur® 1173. Starting materials: COC(=O)C(N)Cc1ccc(F)c(Br)c1, Cl, O=C(O)c1ccc(Cl)cc1NS(=O)(=O)c1cccc2nsnc12. Product: COC(=O)C(Cc1ccc(F)c(Br)c1)NC(=O)c1ccc(Cl)cc1NS(=O)(=O)c1cccc2nsnc12. As a reaction SMILES: [CH3:2][O:3][C:4]([CH:5]([NH2:6])[CH2:7][c:8]1[cH:9][c:10]([Br:15])[c:11]([F:14])[cH:12][cH:13]1)=[O:16].[ClH:1].[n:17]1[c:18]2[c:19]([n:20][s:21]1)[c:22]([S:26](=[O:27])(=[O:28])[NH:29][c:30]1[c:31]([C:32](=[O:33])[OH:34])[cH:35][cH:36][c:37]([Cl:39])[cH:38]1)[cH:23][cH:24][cH:25]2>>[CH3:2][O:3][C:4]([CH:5]([NH:6][C:32]([c:31]1[c:30]([NH:29][S:26]([c:22]2[c:19]3[c:18]([n:17][s:21][n:20]3)[cH:25][cH:24][cH:23]2)(=[O:27])=[O:28])[cH:38][c:37]([Cl:39])[cH:36][cH:35]1)=[O:33])[CH2:7][c:8]1[cH:9][c:10]([Br:15])[c:11]([F:14])[cH:12][cH:13]1)=[O:16]. The reactants are FC1=NC(=C(C(=C1F)OCC1OC(OC1)(C)C)F)F (2,3,5,6-tetrafluoro-4-[(2,2-dimethyldioxolan-4-yl)methoxy]pyridine), C(=O)([O-])[O-].[Cs+].[Cs+] (Cs2CO3), OC=1C=C(C#N)C=CC1OCC1=CC=CC=C1 (3-hydroxy-4-(benzyloxy)benzonitrile). The solvent is CC#N (CH3CN). Conditions: time 24 hour. The product is FC=1C(=NC(=C(C1OCC1OC(OC1)(C)C)F)F)OC=1C=C(C#N)C=CC1OCC1=CC=CC=C1 (3-[[3,5,6-trifluoro-4-[(2,2-dimethyldioxolan-4-yl)methoxy]pyridin-2-yl]oxy]4-(benzyloxy)benzonitrile). The yield is 56.1%. Reaction SMILES: F[C:2]1[C:7]([F:8])=[C:6]([O:9][CH2:10][CH:11]2[CH2:15][O:14][C:13]([CH3:17])([CH3:16])[O:12]2)[C:5]([F:18])=[C:4]([F:19])[N:3]=1.C([O-])([O-])=O.[Cs+].[Cs+].[OH:26][C:27]1[CH:28]=[C:29]([CH:32]=[CH:33][C:34]=1[O:35][CH2:36][C:37]1[CH:42]=[CH:41][CH:40]=[CH:39][CH:38]=1)[C:30]#[N:31]>CC#N>[F:8][C:7]1[C:2]([O:26][C:27]2[CH:28]=[C:29]([CH:32]=[CH:33][C:34]=2[O:35][CH2:36][C:37]2[CH:42]=[CH:41][CH:40]=[CH:39][CH:38]=2)[C:30]#[N:31])=[N:3][C:4]([F:19])=[C:5]([F:18])[C:6]=1[O:9][CH2:10][CH:11]1[CH2:15][O:14][C:13]([CH3:17])([CH3:16])[O:12]1 |f:1.2.3|. Reported procedure: To 2,3,5,6-tetrafluoro-4-[(2,2-dimethyldioxolan-4-yl)methoxy]pyridine (3.2 g, 11 mmol) in CH3CN (20 mL) was added Cs2CO3 (3.8 g, 12 mmol) and 3-hydroxy-4-(benzyloxy)benzonitrile (2.5 g, 11 mmol). After stirring for 24 hours the reaction was partitioned with water and ethyl acetate. The layers were separated, washed with water and brine, dried (Na2SO4), and the solvent was removed in vacuo. The residue was triturated with hexane/ethyl acetate (1/1) and the resulting solid was collected by filtrat... Reactants: N#Cc1ncccc1Cl, Cl, [Na+], [OH-], O. Yields the product O=C(O)c1ncccc1Cl. As a reaction SMILES: [Cl:1][c:2]1[c:3]([C:8]#[N:9])[n:4][cH:5][cH:6][cH:7]1.[ClH:10].[Na+:13].[OH-:12].[OH2:11]>>[Cl:1][c:2]1[c:3]([C:8](=[O:11])[OH:12])[n:4][cH:5][cH:6][cH:7]1. Reactants: COC1=C(C=CC=C1)N1CCNCC1 (1-(2-methoxyphenyl)piperazine), C1(=C(C=CC=C1)CN1CCN(CC1)C1=CC=CC=C1)C1=CC=CC=C1 (1-(biphenyl-2-ylmethyl)-4-phenylpiperazine), COC1=CC=C(C=C1)C=1C(=CC=CC1)C=O (4′-methoxybiphenyl-2-carbaldehyde), [BH-](OC(=O)C)(OC(=O)C)OC(=O)C.[Na+] (NaBH(OAc)3). The product is COC1=CC=C(C=C1)C1=C(C=CC=C1)CN1CCN(CC1)C1=C(C=CC=C1)OC (1-(4′-methoxybiphenyl-2-ylmethyl)-4-(2-methoxyphenyl)piperazine). Reaction SMILES: [CH3:1][O:2][C:3]1[CH:8]=[CH:7][CH:6]=[CH:5][C:4]=1[N:9]1[CH2:14][CH2:13][NH:12][CH2:11][CH2:10]1.[CH3:15][O:16][C:17]1[CH:22]=[CH:21][C:20]([C:23]2[C:24]([CH:29]=O)=[CH:25][CH:26]=[CH:27][CH:28]=2)=[CH:19][CH:18]=1.[BH-](OC(C)=O)(OC(C)=O)OC(C)=O.[Na+].C1(C2C=CC=CC=2)C=CC=CC=1CN1CCN(C2C=CC=CC=2)CC1>>[CH3:15][O:16][C:17]1[CH:18]=[CH:19][C:20]([C:23]2[CH:28]=[CH:27][CH:26]=[CH:25][C:24]=2[CH2:29][N:12]2[CH2:13][CH2:14][N:9]([C:4]3[CH:5]=[CH:6][CH:7]=[CH:8][C:3]=3[O:2][CH3:1])[CH2:10][CH2:11]2)=[CH:21][CH:22]=1 |f:2.3|. Procedure details: 149 mg of the target compound (0.38 mmol, 81.6%) was obtained using 1-(2-methoxyphenyl)piperazine (181 mg, 0.94 mmol), 4′-methoxybiphenyl-2-carbaldehyde (100 mg, 0.47 mmol) and NaBH(OAc)3 (303 mg, 1.41 mmol) according to the synthesis method of Compound 1. Starting materials: C(C)(C)(C)OC(NC1=C(C=C(C(=C1)N(C)C)C(F)(F)F)NC(CC(=O)C1=CC(=CC=C1)C=1N=NC(=CC1)C)=O)=O ((5-dimethylamino-2-{3-[3-(6-methyl-pyridazin-3-yl)-phenyl]-3-oxo-propionylamino}-4-trifluoromethyl-phenyl)-carbamic acid tert-butyl ester), C(=O)(C(F)(F)F)O (TFA). Run in C(Cl)Cl (CH2Cl2). The product is CN(C1=CC2=C(NC(CC(=N2)C2=CC(=CC=C2)C=2N=NC(=CC2)C)=O)C=C1C(F)(F)F)C (7-Dimethylamino-4-[3-(6-methyl-pyridazin-3-yl)-phenyl]-8-trifluoromethyl-1,3-dihydro-benzo[b][1,4]diazepin-2-one), solid. RXN SMILES: C(OC(=O)[NH:7][C:8]1[CH:13]=[C:12]([N:14]([CH3:16])[CH3:15])[C:11]([C:17]([F:20])([F:19])[F:18])=[CH:10][C:9]=1[NH:21][C:22](=[O:39])[CH2:23][C:24]([C:26]1[CH:31]=[CH:30][CH:29]=[C:28]([C:32]2[N:33]=[N:34][C:35]([CH3:38])=[CH:36][CH:37]=2)[CH:27]=1)=O)(C)(C)C.C(O)(C(F)(F)F)=O>C(Cl)Cl>[CH3:15][N:14]([CH3:16])[C:12]1[C:11]([C:17]([F:20])([F:18])[F:19])=[CH:10][C:9]2[NH:21][C:22](=[O:39])[CH2:23][C:24]([C:26]3[CH:31]=[CH:30][CH:29]=[C:28]([C:32]4[N:33]=[N:34][C:35]([CH3:38])=[CH:36][CH:37]=4)[CH:27]=3)=[N:7][C:8]=2[CH:13]=1. Procedure details: The title compound was prepared from (5-dimethylamino-2-{3-[3-(6-methyl-pyridazin-3-yl)-phenyl]-3-oxo-propionylamino}-4-trifluoromethyl-phenyl)-carbamic acid tert-butyl ester (Example M12) (301 mg, 0.54 mmol) by treatment with TFA in CH2Cl2 according to the general procedure N. Obtained as a light yellow solid (189 mg).